Dataset: the Open Reaction Database (ORD), a public repository of structured organic reaction records. Task: describe an organic reaction: reactants, conditions, products, and yield Reactants: C1(=CC=CC2=CC=CC=C12)C1CCNCC1 (4-(1-naphthyl)piperidine), Cl.ClCCCN1CC2=CC=CC=C2C1 (2-(3-chloropropyl)isoindoline hydrochloride), Cl.CN(CCCCl)C (3-dimethylaminopropyl chloride hydrochloride). The product is Cl.C1(=CC=CC2=CC=CC=C12)C1CCN(CC1)CCCN1CC2=CC=CC=C2C1 (2-(3-(4-Naphthylpiperidyl)propyl)isoindoline Hydrochloride). The yield is 77.6%. Reaction SMILES: [C:1]1([CH:11]2[CH2:16][CH2:15][NH:14][CH2:13][CH2:12]2)[C:10]2[C:5](=[CH:6][CH:7]=[CH:8][CH:9]=2)[CH:4]=[CH:3][CH:2]=1.Cl.[Cl:18][CH2:19][CH2:20][CH2:21][N:22]1[CH2:30][C:29]2[C:24](=[CH:25][CH:26]=[CH:27][CH:28]=2)[CH2:23]1.Cl.CN(C)CCCCl>>[ClH:18].[C:1]1([CH:11]2[CH2:16][CH2:15][N:14]([CH2:19][CH2:20][CH2:21][N:22]3[CH2:23][C:24]4[C:29](=[CH:28][CH:27]=[CH:26][CH:25]=4)[CH2:30]3)[CH2:13][CH2:12]2)[C:10]2[C:5](=[CH:6][CH:7]=[CH:8][CH:9]=2)[CH:4]=[CH:3][CH:2]=1 |f:1.2,3.4,5.6|. Reported procedure: Using 4-(1-naphthyl)piperidine (124 mg, 0.50 mmol) and 2-(3-chloropropyl)isoindoline hydrochloride (139 mg, 0.72 mmol) instead of 4-(3-indolyl)piperidine and 3-dimethylaminopropyl chloride hydrochloride respectively, reaction, extraction, and concentration were carried out in the same procedure as Example 4. The resulting crude product was purified by column chromatography on a silica gel (silica gel NH-DM 1020 produced by Fuji Silysia Chemical Ltd., eluent; chloroform:methanol=20:1) to afford a... The reactants are COC(=O)C1N(C(CCC1)CC=C)C(=O)OC(C)(C)C (6-allyl-piperidine-1,2-dicarboxylic acid 1-tert-butyl ester 2-methyl ester), S(=O)(Cl)Cl (thionyl chloride). Run in CO (MeOH). Run at time 8 hour. Product: COC(=O)C1NC(CCC1)CC=C (6-allyl-piperidine-2-carboxylic acid methyl ester). RXN SMILES: [CH3:1][O:2][C:3]([CH:5]1[CH2:10][CH2:9][CH2:8][CH:7]([CH2:11][CH:12]=[CH2:13])[N:6]1C(OC(C)(C)C)=O)=[O:4].S(Cl)(Cl)=O>CO>[CH3:1][O:2][C:3]([CH:5]1[CH2:10][CH2:9][CH2:8][CH:7]([CH2:11][CH:12]=[CH2:13])[NH:6]1)=[O:4]. Procedure details: The crude 6-allyl-piperidine-1,2-dicarboxylic acid 1-tert-butyl ester 2-methyl ester obtained from the previous step is dissolved in MeOH (500 mL) and treated with thionyl chloride (20 mL). The solution is stirred overnight and the solvent removed in vacuo. The crude residue is dissolved in EtOAc, washed with saturated NaHCO3, dried (MgSO4), and concentrated to yield 2.1 g of the desired product. The product is used in the next step without purification. 1H NMR (CDCl3) δ 5.82 (m, 1H), 5.22–5.10 ... RXN SMILES: [Cl:1][C:2]1[CH:24]=[CH:23][CH:22]=[CH:21][C:3]=1[CH2:4][NH:5][C:6]1[C:7]2[C:12]([N:13]=[C:14]3[C:19]=1[C:18](=[O:20])[CH2:17][CH2:16][CH2:15]3)=[CH:11][CH:10]=[CH:9][CH:8]=2.[H-].[Al+3].[Li+].[H-].[H-].[H-]>O1CCCC1>[Cl:1][C:2]1[CH:24]=[CH:23][CH:22]=[CH:21][C:3]=1[CH2:4][NH:5][C:6]1[C:7]2[C:12]([N:13]=[C:14]3[C:19]=1[CH:18]([OH:20])[CH2:17][CH2:16][CH2:15]3)=[CH:11][CH:10]=[CH:9][CH:8]=2 |f:1.2.3.4.5.6|. Reactants: solution, [H-].[Al+3].[Li+].[H-].[H-].[H-] (lithium aluminum hydride), ClC1=C(CNC=2C3=CC=CC=C3N=C3CCCC(C23)=O)C=CC=C1 (9-(2-chlorobenzylamino)-3,4-dihydroacridin-1(2H)-one). The solvent is C1CCOC1 (THF), O1CCCC1 (tetrahydrofuran). Reaction conditions: time 1.5 hour. The product is ClC1=C(CNC=2C3=CC=CC=C3N=C3CCCC(C23)O)C=CC=C1 (9-(2-Chlorobenzylamino)-1,2,3,4-tetrahydroacridin-1-ol). Procedure: To a cooled suspension of 9-(2-chlorobenzylamino)-3,4-dihydroacridin-1(2H)-one (4.0 g) in 75 ml of tetrahydrofuran was added 6.5 ml of 1M solution of lithium aluminum hydride in THF. This was stirred at ice bath temperature for 1.5 hours. Starting materials: COC(=O)C1=NC2=CC(=CC(=C2C(=C1C(=O)OC)O)Cl)Cl (dimethyl-5,7-dichloro-4-hydroxyquinoline-2,3-dicarboxylate), C1(=CC=CC=C1)NN (phenylhydrazine). Solvent: C(C)O (ethanol). The product is ClC=1C=C(C=2C(C3=C(NC2C1)C(=NN(C3=O)C3=CC=CC=C3)O)=O)Cl (7,9-Dichloro-4-hydroxy-2-phenyl-1,2,5,10-tetrahydropyridazino[4,5-b]quinoline-1,10-dione). As a reaction SMILES: CO[C:3]([C:5]1[C:14]([C:15]([O:17]C)=O)=[C:13]([OH:19])[C:12]2[C:7](=[CH:8][C:9]([Cl:21])=[CH:10][C:11]=2[Cl:20])[N:6]=1)=[O:4].[C:22]1([NH:28][NH2:29])[CH:27]=[CH:26][CH:25]=[CH:24][CH:23]=1>C(O)C>[Cl:21][C:9]1[CH:10]=[C:11]([Cl:20])[C:12]2[C:13](=[O:19])[C:14]3[C:15](=[O:17])[N:28]([C:22]4[CH:27]=[CH:26][CH:25]=[CH:24][CH:23]=4)[N:29]=[C:3]([OH:4])[C:5]=3[NH:6][C:7]=2[CH:8]=1. Reported procedure: To a stirred suspension of dimethyl-5,7-dichloro-4-hydroxyquinoline-2,3-dicarboxylate (3.00 g, 9.09 mM) in ethanol (42 mL) was added phenylhydrazine (6.26 mL, 63.6 mM). The resulting green solution was heated to reflux for 16 hours during which time a small amount of red precipitate formed. This suspension was cooled to room temperature with stirring and additional precipitation occurred to give a thick tan suspension. The solids were collected and washed with ethanol (the ethanol washes were sa... Starting materials: Br, O=C([O-])[O-], CCOC(=O)C(Cc1ccc(OCc2ccccc2)cc1)Oc1ccc(OC(F)(F)F)cc1, CC(=O)O, [K+], [K+]. Yields the product CCOC(=O)C(Cc1ccc(O)cc1)Oc1ccc(OC(F)(F)F)cc1. RXN SMILES: [BrH:34].[C:35](=[O:36])([O-:37])[O-:38].[CH2:1]([c:2]1[cH:3][cH:4][cH:5][cH:6][cH:7]1)[O:8][c:9]1[cH:10][cH:11][c:12]([CH2:15][CH:16]([C:17](=[O:18])[O:19][CH2:20][CH3:21])[O:22][c:23]2[cH:24][cH:25][c:26]([O:29][C:30]([F:31])([F:32])[F:33])[cH:27][cH:28]2)[cH:13][cH:14]1.[CH3:41][C:42](=[O:43])[OH:44].[K+:39].[K+:40]>>[OH:8][c:9]1[cH:10][cH:11][c:12]([CH2:15][CH:16]([C:17](=[O:18])[O:19][CH2:20][CH3:21])[O:22][c:23]2[cH:24][cH:25][c:26]([O:29][C:30]([F:31])([F:32])[F:33])[cH:27][cH:28]2)[cH:13][cH:14]1. Starting materials: FC1=C(CBr)C=CC(=C1)F (2,4-Difluorobenzyl bromide), [Mg] (magnesium), [Br-] (bromide), Grignard reagent, CON(C(=O)C1=CC=C(C=C1)I)C (O,N-dimethyl-4-iodobenzenehydroxamic acid). The solvent is CCOCC (ether), CCOCC (ether). Conditions: time 1 hour. Yields the product FC1=C(C=CC(=C1)F)CC(=O)C1=CC=C(C=C1)I (2-(2,4-Difluorophenyl)-1-(4-iodophenyl)ethanone). RXN SMILES: [F:1][C:2]1[CH:9]=[C:8]([F:10])[CH:7]=[CH:6][C:3]=1[CH2:4]Br.[Mg].[Br-].CON(C)[C:16]([C:18]1[CH:23]=[CH:22][C:21]([I:24])=[CH:20][CH:19]=1)=[O:17]>CCOCC>[F:1][C:2]1[CH:9]=[C:8]([F:10])[CH:7]=[CH:6][C:3]=1[CH2:4][C:16]([C:18]1[CH:23]=[CH:22][C:21]([I:24])=[CH:20][CH:19]=1)=[O:17]. Procedure details: 2,4-Difluorobenzyl bromide (23.7 ml, 0.114 mol) was added dropwise to a stirred mixture of magnesium turnings (8.1 g, 0.183 mol) in dry ether (300 ml) under nitrogen. The mixture was warmed initially until reaction started, and thereafter the bromide was added at such a rate as to maintain a gentle reflux. After 1 hour, the resulting solution of the Grignard reagent was added dropwise at −78° C. to a solution of O,N-dimethyl-4-iodobenzenehydroxamic acid [see step (a)] (45.7 g, 0.157 mol) in dry ...